From a dataset of the Open Reaction Database (ORD), a public repository of structured organic reaction records. describe an organic reaction: reactants, conditions, products, and yield Reactants: NCCBr, Br, O=C(OCc1ccccc1)ON1C(=O)CCC1=O, ClCCl. Product: O=C(NCCBr)OCc1ccccc1. RXN SMILES: [Br:2][CH2:3][CH2:4][NH2:5].[BrH:1].[CH2:6]([c:7]1[cH:8][cH:9][cH:10][cH:11][cH:12]1)[O:13][C:14](=[O:15])[O:16][N:17]1[C:18](=[O:19])[CH2:20][CH2:21][C:22]1=[O:23].[Cl:24][CH2:25][Cl:26]>>[Br:2][CH2:3][CH2:4][NH:5][C:14]([O:13][CH2:6][c:7]1[cH:8][cH:9][cH:10][cH:11][cH:12]1)=[O:15]. The reactants are Br, O=C([O-])O, COc1ccc2ncsc2c1, [Na+], O. Product: Oc1ccc2ncsc2c1. RXN SMILES: [BrH:18].[C:13](=[O:14])([O-:15])[OH:16].[CH3:1][O:2][c:3]1[cH:4][c:5]2[c:6]([n:7][cH:8][s:9]2)[cH:10][cH:11]1.[Na+:17].[OH2:12]>>[OH:2][c:3]1[cH:4][c:5]2[c:6]([n:7][cH:8][s:9]2)[cH:10][cH:11]1. Reactants: COc1c(C)c(Cc2ccc(O)c(C(=O)N3CCCCC3)c2)c(OC)c(OC)c1OC, [Na+], [OH-], c1ccc(P(c2ccccc2)c2ccccc2)cc1, c1ccccc1, OCc1ccncc1. The product is COc1c(C)c(Cc2ccc(OCc3ccncc3)c(C(=O)N3CCCCC3)c2)c(OC)c(OC)c1OC. RXN SMILES: [CH3:28][O:29][c:30]1[c:31]([CH3:58])[c:32]([CH2:33][c:34]2[cH:35][cH:36][c:37]([OH:48])[c:38]([C:39](=[O:40])[N:41]3[CH2:42][CH2:43][CH2:44][CH2:45][CH2:46]3)[cH:47]2)[c:49]([O:56][CH3:57])[c:50]([O:54][CH3:55])[c:51]1[O:52][CH3:53].[Na+:60].[OH-:59].[c:9]1([P:10]([c:11]2[cH:12][cH:13][cH:14][cH:15][cH:16]2)[c:17]2[cH:18][cH:19][cH:20][cH:21][cH:22]2)[cH:23][cH:24][cH:25][cH:26][cH:27]1.[cH:61]1[cH:62][cH:63][cH:64][cH:65][cH:66]1.[n:1]1[cH:2][cH:3][c:4]([CH2:7][OH:8])[cH:5][cH:6]1>>[n:1]1[cH:2][cH:3][c:4]([CH2:7][O:8][c:37]2[cH:36][cH:35][c:34]([CH2:33][c:32]3[c:31]([CH3:58])[c:30]([O:29][CH3:28])[c:51]([O:52][CH3:53])[c:50]([O:54][CH3:55])[c:49]3[O:56][CH3:57])[cH:47][c:38]2[C:39](=[O:40])[N:41]2[CH2:42][CH2:43][CH2:44][CH2:45][CH2:46]2)[cH:5][cH:6]1. Reactants: COc1ccc(CCl)cc1, Clc1ccnc2[nH]nc(I)c12, [K+], [K+], O=C([O-])[O-], CN(C)C=O. Yields the product COc1ccc(Cn2nc(I)c3c(Cl)ccnc32)cc1. RXN SMILES: [Cl:18][CH2:19][c:20]1[cH:21][cH:22][c:23]([O:26][CH3:27])[cH:24][cH:25]1.[Cl:1][c:2]1[c:3]2[c:4]([n:5][cH:6][cH:7]1)[nH:8][n:9][c:10]2[I:11].[K+:12].[K+:13].[O-:14][C:15]([O-:16])=[O:17].[O:28]=[CH:29][N:30]([CH3:31])[CH3:32]>>[Cl:1][c:2]1[c:3]2[c:4]([n:5][cH:6][cH:7]1)[n:8]([CH2:19][c:20]1[cH:21][cH:22][c:23]([O:26][CH3:27])[cH:24][cH:25]1)[n:9][c:10]2[I:11]. The reactants are [N+](=O)(O)[O-] (nitric acid), COC1=C(C(=O)O)C=CC(=C1)OC (2,4-dimethoxybenzoic acid), ice water. Solvent: S(O)(O)(=O)=O (sulfuric acid). Reaction conditions: time 3 hour. The product is COC1=C(C(=O)O)C=C(C(=C1)OC)[N+](=O)[O-] (2,4-dimethoxy-5-nitrobenzoic acid). Reaction SMILES: [CH3:1][O:2][C:3]1[CH:11]=[C:10]([O:12][CH3:13])[CH:9]=[CH:8][C:4]=1[C:5]([OH:7])=[O:6].[N+:14]([O-])([OH:16])=[O:15]>S(=O)(=O)(O)O>[CH3:1][O:2][C:3]1[CH:11]=[C:10]([O:12][CH3:13])[C:9]([N+:14]([O-:16])=[O:15])=[CH:8][C:4]=1[C:5]([OH:7])=[O:6]. Reported procedure: (Alternative method) A 2.00 g portion of 2,4-dimethoxybenzoic acid was dissolved in 30 ml of sulfuric acid, and 0.49 ml of concentrated nitric acid was added under ice-cooling. After 3 hours of stirring at room temperature, this was poured into 100 g of ice water, and the thus formed crystals were collected by filtration, washed with water-methanol and then dried under a reduced pressure to give 1.41 g of 2,4-dimethoxy-5-nitrobenzoic acid. The physicochemical properties were identical to those o... Reactants: CC1(OCCO1)C=1N=C(SC1)CN1N=C(C=C1)N (1-[4-(2-methyl-[1,3]dioxolan-2-yl)-thiazol-2-ylmethyl]-1H-pyrazol-3-ylamine), ClC=1C=C(C=CC1)C1=C(N=CO1)C(=O)O (5-(3-chloro-phenyl)-oxazole-4-carboxylic acid). Yields the product C(C)(=O)C=1N=C(SC1)CN1N=C(C=C1)NC(=O)C=1N=COC1C1=CC(=CC=C1)Cl (5-(3-Chloro-phenyl)-oxazole-4-carboxylic acid [1-(4-acetyl-thiazol-2-ylmethyl)-1H-pyrazol-3-yl]-amide). RXN SMILES: [CH3:1][C:2]1([C:7]2[N:8]=[C:9]([CH2:12][N:13]3[CH:17]=[CH:16][C:15]([NH2:18])=[N:14]3)[S:10][CH:11]=2)[O:6]CCO1.[Cl:19][C:20]1[CH:21]=[C:22]([C:26]2[O:30][CH:29]=[N:28][C:27]=2[C:31](O)=[O:32])[CH:23]=[CH:24][CH:25]=1>>[C:2]([C:7]1[N:8]=[C:9]([CH2:12][N:13]2[CH:17]=[CH:16][C:15]([NH:18][C:31]([C:27]3[N:28]=[CH:29][O:30][C:26]=3[C:22]3[CH:23]=[CH:24][CH:25]=[C:20]([Cl:19])[CH:21]=3)=[O:32])=[N:14]2)[S:10][CH:11]=1)(=[O:6])[CH3:1]. Procedure details: Following general procedure B followed by C, starting from 1-[4-(2-methyl-[1,3]dioxolan-2-yl)-thiazol-2-ylmethyl]-1H-pyrazol-3-ylamine and 5-(3-chloro-phenyl)-oxazole-4-carboxylic acid. LC-MS-conditions 05: tR=0.89 min; [M+H]+=428.02. Reactants: OCC1=CC=C(C=C1)B(O)O (4-hydroxymethylphenylboronic acid), BrC1=NC=CC=N1 (2-bromopyrimidine). The product is N1=C(N=CC=C1)C1=CC=C(CO)C=C1 (4-(Pyrimidin-2-yl)benzyl alcohol). Yield: 100.6%. Reaction SMILES: [OH:1][CH2:2][C:3]1[CH:8]=[CH:7][C:6](B(O)O)=[CH:5][CH:4]=1.Br[C:13]1[N:18]=[CH:17][CH:16]=[CH:15][N:14]=1>>[N:14]1[CH:15]=[CH:16][CH:17]=[N:18][C:13]=1[C:6]1[CH:7]=[CH:8][C:3]([CH2:2][OH:1])=[CH:4][CH:5]=1. Reported procedure: Reaction and post-treatment were carried out in the same manner as in Reference Example 13 except for using 4-hydroxymethylphenylboronic acid (144 mg, 0.948 mmol), and using 2-bromopyrimidine (101 mg, 0.635 mmol) in place of 4-bromopyridazine to afford the title compound (119 mg) substantially quantitatively as a slightly yellow solid. Starting materials: O1CCC(C2=CC=CC=C12)=O (4-chromanone), NC(=S)N (thiourea), II (iodine). Conditions: temperature 95 celsius, time 4.5 hour. Yields the product I.N1=C(SC2=C1C=1C=CC=CC1OC2)N (4H-Chromeno[4,3-d]thiazol-2-ylamine hydroiodide). Yield: 66.9%. As a reaction SMILES: [O:1]1[C:10]2[C:5](=[CH:6][CH:7]=[CH:8][CH:9]=2)[C:4](=O)[CH2:3][CH2:2]1.[NH2:12][C:13]([NH2:15])=[S:14].[I:16]I>>[IH:16].[N:12]1[C:4]2[C:5]3[CH:6]=[CH:7][CH:8]=[CH:9][C:10]=3[O:1][CH2:2][C:3]=2[S:14][C:13]=1[NH2:15] |f:3.4|. Procedure details: A mixture of 4-chromanone (2.00 g; 13.5 mmol), thiourea (2.06 g; 27.0 mmol) and iodine (3.43 g; 13.5 mmol) were heated to 95° C. with stirring. After 4.5 hr., the mixture was allowed to cool to room temperature, triturated with methylene chloride, the solid material filtered off. The solid was further triturated with ethyl acetate, filtered and washed with ethyl acetate to provide 3.00 g of 4H-Chromeno[4,3-d]thiazol-2-ylamine hydroiodide 19 as an off white powder.